This data is from the Open Reaction Database (ORD), a public repository of structured organic reaction records. The task is: describe an organic reaction: reactants, conditions, products, and yield Starting materials: O=Cc1cc(Br)c([N+](=O)[O-])cc1[N+](=O)[O-], Cc1ccccc1, CCOC(C)=O, OB(O)C1CC1, [Na+], [Na+], O=C([O-])[O-], O, c1ccc(P(c2ccccc2)(c2ccccc2)[Pd](P(c2ccccc2)(c2ccccc2)c2ccccc2)(P(c2ccccc2)(c2ccccc2)c2ccccc2)P(c2ccccc2)(c2ccccc2)c2ccccc2)cc1. Product: O=Cc1cc(C2CC2)c([N+](=O)[O-])cc1[N+](=O)[O-]. Reaction SMILES: [Br:1][c:2]1[c:3]([N+:13](=[O:14])[O-:15])[cH:4][c:5]([N+:10](=[O:11])[O-:12])[c:6]([CH:7]=[O:8])[cH:9]1.[CH3:28][c:29]1[cH:30][cH:31][cH:32][cH:33][cH:34]1.[CH3:36][CH2:37][O:38][C:39]([CH3:40])=[O:41].[CH:22]1([B:25]([OH:26])[OH:27])[CH2:23][CH2:24]1.[Na+:16].[Na+:17].[O-:18][C:19](=[O:20])[O-:21].[OH2:35].[cH:42]1[cH:43][cH:44][c:45]([P:46]([Pd:47]([P:48]([c:49]2[cH:50][cH:51][cH:52][cH:53][cH:54]2)([c:55]2[cH:56][cH:57][cH:58][cH:59][cH:60]2)[c:61]2[cH:62][cH:63][cH:64][cH:65][cH:66]2)([P:67]([c:68]2[cH:69][cH:70][cH:71][cH:72][cH:73]2)([c:74]2[cH:75][cH:76][cH:77][cH:78][cH:79]2)[c:80]2[cH:81][cH:82][cH:83][cH:84][cH:85]2)[P:86]([c:87]2[cH:88][cH:89][cH:90][cH:91][cH:92]2)([c:93]2[cH:94][cH:95][cH:96][cH:97][cH:98]2)[c:99]2[cH:100][cH:101][cH:102][cH:103][cH:104]2)([c:105]2[cH:106][cH:107][cH:108][cH:109][cH:110]2)[c:111]2[cH:112][cH:113][cH:114][cH:115][cH:116]2)[cH:117][cH:118]1>>[c:2]1([CH:22]2[CH2:23][CH2:24]2)[c:3]([N+:13](=[O:14])[O-:15])[cH:4][c:5]([N+:10](=[O:11])[O-:12])[c:6]([CH:7]=[O:8])[cH:9]1. Reported procedure: The title compound is prepared as a colorless glass from 4-n-butylamino-1-alpha-methylbenzyloxy-2,2,6,6-tetramethylpiperidine and 2-chloro-5,5-dimethyl-1,3,2-dioxaphosphorinane according to the procedure of Example 11C. The reactants are C(CCC)NC1CC(N(C(C1)(C)C)OC(C1=CC=CC=C1)C)(C)C (4-n-butylamino-1-alpha-methylbenzyloxy-2,2,6,6-tetramethylpiperidine), ClP1OCC(CO1)(C)C (2-chloro-5,5-dimethyl-1,3,2-dioxaphosphorinane). Yields the product CC(C1=CC=CC=C1)ON1C(CC(CC1(C)C)N(CCCC)P1OCC(CO1)(C)C)(C)C (2-[N-(1-alpha-Methylbenzyloxy-2,2,6,6-tetramethyl-piperidin-4-yl)-N-n-butylamino] -5,5-dimethyl-1,3,2-dioxaphosphorinane). As a reaction SMILES: [CH2:1]([NH:5][CH:6]1[CH2:11][C:10]([CH3:13])([CH3:12])[N:9]([O:14][CH:15]([CH3:22])[C:16]2[CH:21]=[CH:20][CH:19]=[CH:18][CH:17]=2)[C:8]([CH3:24])([CH3:23])[CH2:7]1)[CH2:2][CH2:3][CH3:4].Cl[P:26]1[O:31][CH2:30][C:29]([CH3:33])([CH3:32])[CH2:28][O:27]1>>[CH3:22][CH:15]([O:14][N:9]1[C:8]([CH3:23])([CH3:24])[CH2:7][CH:6]([N:5]([P:26]2[O:31][CH2:30][C:29]([CH3:33])([CH3:32])[CH2:28][O:27]2)[CH2:1][CH2:2][CH2:3][CH3:4])[CH2:11][C:10]1([CH3:13])[CH3:12])[C:16]1[CH:17]=[CH:18][CH:19]=[CH:20][CH:21]=1. The reactants are CS(=O)(=O)Cl (Methanesulfonyl chloride), ClC1=CC=C(C=2N(C(=NC21)NC=2C(=NC(=NC2OC)C)OC)CCCO)C(=O)OC (methyl 4-chloro-2-[(4,6-dimethoxy-2-methylpyrimidin-5-yl)amino]-1-(3-hydroxypropyl)-1H-benzimidazole-7-carboxylate), S(C)(=O)(=O)[O-] (mesylate), C([O-])([O-])=O.[K+].[K+] (potassium carbonate). The solvent is O1CCCC1 (tetrahydrofuran), C(C)N(CC)CC (triethylamine), O (water), CN(C=O)C (N,N-dimethylformamide). Reaction conditions: temperature 0 celsius, time 2 hour. Yields the product ClC=1C=CC(=C2N3C(=NC21)N(CCC3)C=3C(=NC(=NC3OC)C)OC)C(=O)OC (Methyl 9-chloro-1-(4,6-dimethoxy-2-methylpyrimidin-5-yl)-1,2,3,4-tetrahydropyrimido[1,2-a]benzimidazole-6-carboxylate). Yield: 80.3%. RXN SMILES: CS(Cl)(=O)=O.[Cl:6][C:7]1[C:15]2[N:14]=[C:13]([NH:16][C:17]3[C:18]([O:26][CH3:27])=[N:19][C:20]([CH3:25])=[N:21][C:22]=3[O:23][CH3:24])[N:12]([CH2:28][CH2:29][CH2:30]O)[C:11]=2[C:10]([C:32]([O:34][CH3:35])=[O:33])=[CH:9][CH:8]=1.S([O-])(=O)(=O)C.C(=O)([O-])[O-].[K+].[K+]>O1CCCC1.CN(C)C=O.O.C(N(CC)CC)C>[Cl:6][C:7]1[CH:8]=[CH:9][C:10]([C:32]([O:34][CH3:35])=[O:33])=[C:11]2[C:15]=1[N:14]=[C:13]1[N:16]([C:17]3[C:22]([O:23][CH3:24])=[N:21][C:20]([CH3:25])=[N:19][C:18]=3[O:26][CH3:27])[CH2:30][CH2:29][CH2:28][N:12]21 |f:3.4.5|. Procedure: Methanesulfonyl chloride (0.11 mL, 1.43 mmol) was added to a stirred solution of methyl 4-chloro-2-[(4,6-dimethoxy-2-methylpyrimidin-5-yl)amino]-1-(3-hydroxypropyl)-1H-benzimidazole-7-carboxylate (Reference example 124, 208 mg, 0.477 mmol) and triethylamine (0.27 mL) in tetrahydrofuran (4.0 mL) at 0° C. The mixture was stirred at 0° C. for 2 hr, and concentrated in vacuo. A mixture of the resulting mesylate and potassium carbonate (264 mg, 1.91 mmol) in N,N-dimethylformamide (5.0 mL) was stirred... Reactants: CCOC(=O)C(C)(C)C#N, CC(C)O, OP(=S)(Sc1ccccc1)c1ccccc1. Yields the product CCOC(=O)C(C)(C)C(N)=S. As a reaction SMILES: [CH2:17]([CH3:18])[O:19][C:20]([C:21]([CH3:22])([CH3:23])[C:24]#[N:25])=[O:26].[CH:27]([OH:28])([CH3:29])[CH3:30].[c:1]1([S:7][P:2]([c:3]2[cH:4][cH:5][cH:6][cH:8][cH:9]2)(=[S:10])[OH:11])[cH:12][cH:13][cH:14][cH:15][cH:16]1>>[S:7]=[C:24]([C:21]([C:20]([O:19][CH2:17][CH3:18])=[O:26])([CH3:22])[CH3:23])[NH2:25]. Yields the product NC=1SC=C(N1)C(C1=CC=C(C=C1)N)=O (2-amino-4(4-aminobenzoyl)thiazole). Conditions: time 7 hour. The yield is 87.7%. Procedure: A mixture of 2-amino-4-(4-nitrobenzoyl)thiazole g) and 10% palladium on carbon (1 g, 50% wet) in a mixture of tetrahydrofuran (50 ml), methanol (50 ml) and acetic acid (5 ml) was hydrogenated under atmospheric pressure for 7 hours. The reaction mixture was filtered and then, the filtrate was concentrated under reduced pressure. The residue was dissolved in water and adjusted to pH using aqueous sodium bicarbonate. The precipitates were collected by filtration, washed with water and dried in vacu... Starting materials: NC=1SC=C(N1)C(C1=CC=C(C=C1)[N+](=O)[O-])=O (2-amino-4-(4-nitrobenzoyl)thiazole), CO (methanol), C(C)(=O)O (acetic acid). As a reaction SMILES: [NH2:1][C:2]1[S:3][CH:4]=[C:5]([C:7](=[O:17])[C:8]2[CH:13]=[CH:12][C:11]([N+:14]([O-])=O)=[CH:10][CH:9]=2)[N:6]=1.CO.C(O)(=O)C>[Pd].O1CCCC1>[NH2:1][C:2]1[S:3][CH:4]=[C:5]([C:7](=[O:17])[C:8]2[CH:13]=[CH:12][C:11]([NH2:14])=[CH:10][CH:9]=2)[N:6]=1. The solvent is O1CCCC1 (tetrahydrofuran). Reagents/catalysts: [Pd] (palladium on carbon). Reactants: B, CSC, CO, C1CCOC1, O=C1Cc2nncn2-c2ccccc2N1. Yields the product c1ccc2c(c1)NCCc1nncn1-2. RXN SMILES: [BH3:19].[CH3:16][S:17][CH3:18].[CH3:20][OH:21].[O:22]1[CH2:23][CH2:24][CH2:25][CH2:26]1.[cH:1]1[n:2][n:3][c:4]2[n:5]1-[c:6]1[c:7]([cH:12][cH:13][cH:14][cH:15]1)[NH:8][C:9](=[O:11])[CH2:10]2>>[cH:1]1[n:2][n:3][c:4]2[n:5]1-[c:6]1[c:7]([cH:12][cH:13][cH:14][cH:15]1)[NH:8][CH2:9][CH2:10]2. Reactants: FC1=CC=C(C=C1)C1C(CCC1)=O (2-(4-fluorophenyl)cyclopentanone), C(=O)(N=C=O)Cl (carbonisocyanatidic chloride). The solvent is C(C)(=O)OCC (ethyl acetate). Run at temperature 130 celsius. Product: FC1=CC=C(C=C1)C1CCC=2C(NC(OC21)=O)=O (7-(4-fluorophenyl)-6,7-dihydrocyclopenta[e][1,3]oxazine-2,4(3H,5H)-dione). Yield: 52.6%. Reaction SMILES: [F:1][C:2]1[CH:7]=[CH:6][C:5]([CH:8]2[CH2:12][CH2:11][CH2:10][C:9]2=[O:13])=[CH:4][CH:3]=1.[C:14](Cl)([N:16]=[C:17]=[O:18])=[O:15]>C(OCC)(=O)C>[F:1][C:2]1[CH:3]=[CH:4][C:5]([CH:8]2[C:9]3[O:13][C:17](=[O:18])[NH:16][C:14](=[O:15])[C:10]=3[CH2:11][CH2:12]2)=[CH:6][CH:7]=1. Procedure: A mixture of 2-(4-fluorophenyl)cyclopentanone (18.557 g, 104 mmol) and carbonisocyanatidic chloride (19.77 g, 187 mmol) was heated at 58° C. for 1 h and at 130° C. for 2 h. Upon cooling to room temperature, the resulting tar was dissolved in ethyl acetate and washed with saturated aqueous solution of sodium bicarbonate. The organic layer was separated and the aqueous layer was extracted with ethyl acetate. The combined organic extracts were dried over anhydrous magnesium sulfate and filtered. Th...